describe an organic reaction: reactants, conditions, products, and yield From a dataset of the Open Reaction Database (ORD), a public repository of structured organic reaction records. Starting materials: CC1=COC2=C1C(=C(C=C2Cl)CCC)O (3-methyl-4-hydroxy-5-propyl-7-chlorobenzofuran), ClC1=CC=C(C(=O)Cl)C=C1 (p-chlorobenzoyl chloride), [Cl-].[Al+3].[Cl-].[Cl-] (aluminium chloride). Run in C(CCl)Cl (ethylenedichloride), C(CCl)Cl (ethylene dichloride), C(CCl)Cl (ethylene dichloride). Reaction conditions: time 15 minute. The product is ClC1=CC=C(C(=O)C=2OC3=C(C2C)C(=C(C=C3Cl)CCC)OC(C3=CC=C(C=C3)Cl)=O)C=C1 (2-(p-chlorobenzoyl)-methyl-4-(p-chlorobenzoyloxy)-5-propyl-7-chlorobenzofuran). The yield is 74.9%. Reaction SMILES: [Cl:1][C:2]1[CH:10]=[CH:9][C:5]([C:6](Cl)=[O:7])=[CH:4][CH:3]=1.[Cl-:11].[Al+3].[Cl-].[Cl-].[CH3:15][C:16]1[C:20]2[C:21]([OH:29])=[C:22]([CH2:26][CH2:27][CH3:28])[CH:23]=[C:24]([Cl:25])[C:19]=2[O:18][CH:17]=1>C(Cl)CCl>[Cl:1][C:2]1[CH:10]=[CH:9][C:5]([C:6]([C:17]2[O:18][C:19]3[C:24]([Cl:25])=[CH:23][C:22]([CH2:26][CH2:27][CH3:28])=[C:21]([O:29][C:6](=[O:7])[C:5]4[CH:9]=[CH:10][C:2]([Cl:11])=[CH:3][CH:4]=4)[C:20]=3[C:16]=2[CH3:15])=[O:7])=[CH:4][CH:3]=1 |f:1.2.3.4|. Procedure details: A solution of p-chlorobenzoyl chloride (3.5 gm; 20 mmoles) in ethylene dichloride (10 mL) was added slowly to a cooled suspension of aluminium chloride (5.36 gm; 40 mmoles) in ethylene dichloride (200 mL) After stirring for a period of 15 minutes, 3-methyl-4-hydroxy-5-propyl-7-chlorobenzofuran (1.5 gm; 7 mmoles) in ethylenedichloride (10 mL) was added over a period of 2 minutes. The reaction mixture was stirred at room temperature for 5 hours. It was cooled with an ice-bath and ice was added slo...